This data is from the Open Reaction Database (ORD), a public repository of structured organic reaction records. The task is: describe an organic reaction: reactants, conditions, products, and yield Starting materials: COCc1cc(C(=O)O)ccc1-c1ccccc1C, O=C(Cl)C(=O)Cl, ClCCl, CN(C)C=O. Product: COCc1cc(C(=O)Cl)ccc1-c1ccccc1C. RXN SMILES: [CH3:1][O:2][CH2:3][c:4]1[c:5](-[c:13]2[c:14]([CH3:19])[cH:15][cH:16][cH:17][cH:18]2)[cH:6][cH:7][c:8]([C:10](=[O:11])[OH:12])[cH:9]1.[Cl:20][C:21]([C:22]([Cl:23])=[O:24])=[O:25].[Cl:31][CH2:32][Cl:33].[O:26]=[CH:27][N:28]([CH3:29])[CH3:30]>>[CH3:1][O:2][CH2:3][c:4]1[c:5](-[c:13]2[c:14]([CH3:19])[cH:15][cH:16][cH:17][cH:18]2)[cH:6][cH:7][c:8]([C:10](=[O:11])[Cl:20])[cH:9]1.